From a dataset of the Open Reaction Database (ORD), a public repository of structured organic reaction records. describe an organic reaction: reactants, conditions, products, and yield The reactants are [OH-].[Na+] (sodium hydroxide), C(C)[N+](CC)(CC)[O-] (triethylamine oxide), S(=S)(=O)([O-])[O-].[Na+].[Na+] (sodium thiosulfate), solution, C(C)(C(C)C)BC(C)C(C)C (disiamylborane), CC(C(C#C)OC1OCCCC1)(CCCC)C (4,4-dimethyl-3-tetrahydropyranyloxy-1-octyne), II (iodine). The solvent is O1CCCC1 (tetrahydrofuran), O (water), COCCOCCOC (diglyme). Conditions: time 3 hour. Product: CC(C(/C=C/I)O)(CCCC)C (4,4-dimethyl-1-iodo-trans-1-octen-3-ol). Reaction SMILES: C(BC(C(C)C)C)(C(C)C)C.[CH3:12][C:13]([CH3:28])([CH2:24][CH2:25][CH2:26][CH3:27])[CH:14]([O:17]C1CCCCO1)[C:15]#[CH:16].C([N+]([O-])(CC)CC)C.[OH-].[Na+].[I:39]I.S([O-])([O-])(=O)=S.[Na+].[Na+]>COCCOCCOC.O.O1CCCC1>[CH3:12][C:13]([CH3:28])([CH2:24][CH2:25][CH2:26][CH3:27])[CH:14]([OH:17])/[CH:15]=[CH:16]/[I:39] |f:3.4,6.7.8|. Procedure: To 233 ml. of a 0.43 M solution of disiamylborane in diglyme cooled to 0° C. under an inert atmosphere is added 23.8 g. (0.100 mole) 4,4-dimethyl-3-tetrahydropyranyloxy-1-octyne (Example 995). The mixture is allowed to come to room temperature and is stirred at ambient temperature for 3 hours. The solution is cooled to 0° C. and 22.5 g. (0.30 mole) of triethylamine oxide is added portionwise such that the temperature is maintained at 0°-5° C. The mixture is stirred at 0° C. for 1 hour and is the... Reactants: C(C1=CC=CC=C1)OC(=O)NC(C(=O)O)C1C(NC(C1)=O)=O (benzyloxycarbonyl-2-(2,5-dioxopyrrolidin-3-yl)glycine), N1=CC=CC=C1 (pyridine), ClC(=O)OCC(Cl)(Cl)Cl (2,2,2-trichloroethyl chloroformate). Solvent: O1CCCC1 (tetrahydrofuran), O1CCCC1 (tetrahydrofuran). Run at time 30 minute. Yields the product ClC(COC(C(NC(=O)OCC1=CC=CC=C1)C1C(NC(C1)=O)=O)=O)(Cl)Cl (Benzyloxycarbonyl-2-(2,5-dioxopyrrolidin-3-yl)glycine 2,2,2-trichloroethyl ester). RXN SMILES: [CH2:1]([O:8][C:9]([NH:11][CH:12]([CH:16]1[CH2:20][C:19](=[O:21])[NH:18][C:17]1=[O:22])[C:13]([OH:15])=[O:14])=[O:10])[C:2]1[CH:7]=[CH:6][CH:5]=[CH:4][CH:3]=1.N1C=CC=CC=1.ClC(O[CH2:33][C:34]([Cl:37])([Cl:36])[Cl:35])=O>O1CCCC1>[Cl:35][C:34]([Cl:37])([Cl:36])[CH2:33][O:14][C:13](=[O:15])[CH:12]([CH:16]1[CH2:20][C:19](=[O:21])[NH:18][C:17]1=[O:22])[NH:11][C:9]([O:8][CH2:1][C:2]1[CH:3]=[CH:4][CH:5]=[CH:6][CH:7]=1)=[O:10]. Procedure: In 50 ml of tetrahydrofuran was dissolved 6.2 g of benzyloxycarbonyl-2-(2,5-dioxopyrrolidin-3-yl)glycine and, following addition of 1.2 ml of pyridine, a solution of 5.4 g of 2,2,2-trichloroethyl chloroformate in 30 ml of tetrahydrofuran was added dropwise under cooling at 0°-5° C. The reaction mixture was stirred at the same temperature as above for 30 minutes and under reflux for 5 minutes and then concentrated to dryness under reduced pressure. The residue was extracted with ethyl acetate and... The product is C(C1=CC=CC=C1)OC=1N=NC=C2C1N(C(=C2Br)C)CC2=CC=C(C=C2)OC (7-Benzyloxy-3-bromo-1-(4-methoxybenzyl)-2-methylpyrrolo[2,3-d]pyridazine). Solvent: ClCCl (dichloromethane). Isolated yield 78.0%. Starting materials: C(C1=CC=CC=C1)OC=1N=NC=C2C1N(C(=C2)C)CC2=CC=C(C=C2)OC (7-benzyloxy-l-(4-methoxybenzyl)-2-methylpyrrolo[2,3-d]pyridazine), BrBr (bromine). Reaction SMILES: [CH2:1]([O:8][C:9]1[N:10]=[N:11][CH:12]=[C:13]2[CH:17]=[C:16]([CH3:18])[N:15]([CH2:19][C:20]3[CH:25]=[CH:24][C:23]([O:26][CH3:27])=[CH:22][CH:21]=3)[C:14]=12)[C:2]1[CH:7]=[CH:6][CH:5]=[CH:4][CH:3]=1.[Br:28]Br>ClCCl>[CH2:1]([O:8][C:9]1[N:10]=[N:11][CH:12]=[C:13]2[C:17]([Br:28])=[C:16]([CH3:18])[N:15]([CH2:19][C:20]3[CH:21]=[CH:22][C:23]([O:26][CH3:27])=[CH:24][CH:25]=3)[C:14]=12)[C:2]1[CH:7]=[CH:6][CH:5]=[CH:4][CH:3]=1. Procedure: 1.8 g (5 mmol) of 7-benzyloxy-l-(4-methoxybenzyl)-2-methylpyrrolo[2,3-d]pyridazine and 282 μl (5.5 mmol) of bromine are reacted in a total of 65 ml of dichloromethane and purified as described for Example 3a. Yield: 78%, m.p.: 149°-152° C. Starting materials: [Al+3], COc1ccc(CCC(=O)O)cc1Br, [Cl-], [Cl-], [Cl-], O, O=S(Cl)Cl. Yields the product COc1cc2c(cc1Br)CCC2=O. RXN SMILES: [Al+3:20].[Br:1][c:2]1[cH:3][c:4]([CH2:10][CH2:11][C:12](=[O:13])[OH:14])[cH:5][cH:6][c:7]1[O:8][CH3:9].[Cl-:19].[Cl-:21].[Cl-:22].[OH2:23].[S:15]([Cl:16])([Cl:17])=[O:18]>>[Br:1][c:2]1[cH:3][c:4]2[c:5]([cH:6][c:7]1[O:8][CH3:9])[C:12](=[O:14])[CH2:11][CH2:10]2. The reactants are NC1=C(C=C(C=C1)C)N (1,2-Diamino-4-methylbenzene), C1(=CC=CC=C1)C(=O)C(=O)C1=CC=CC=C1 (benzil). Run in C(C)(=O)O (ethanoic acid). Yields the product CC=1C=C2N=C(C(=NC2=CC1)C1=CC=CC=C1)C1=CC=CC=C1 (6-methyl-2,3-diphenylquinoxaline). RXN SMILES: [NH2:1][C:2]1[CH:7]=[CH:6][C:5]([CH3:8])=[CH:4][C:3]=1[NH2:9].[C:10]1([C:16]([C:18]([C:20]2[CH:25]=[CH:24][CH:23]=[CH:22][CH:21]=2)=O)=O)[CH:15]=[CH:14][CH:13]=[CH:12][CH:11]=1>C(O)(=O)C>[CH3:8][C:5]1[CH:4]=[C:3]2[C:2](=[CH:7][CH:6]=1)[N:1]=[C:18]([C:20]1[CH:25]=[CH:24][CH:23]=[CH:22][CH:21]=1)[C:16]([C:10]1[CH:15]=[CH:14][CH:13]=[CH:12][CH:11]=1)=[N:9]2. Procedure details: 1,2-Diamino-4-methylbenzene (25.0 g, 0.20 mol) and benzil (43 g, 0.20 mol) were refluxed in ethanoic acid (250 ml) overnight. The solvent was evaporated in vacuo and the black residue recrystallised three times from ethanol to give pale brown crystals of 6-methyl-2,3-diphenylquinoxaline, 39.6 g, 65% (m.pt. 114.5-116° C. (lit.iv 115-116° C.)). 1H NMR (CDCl3, 300 MHz) δ 8.08 (d, J 8.4 Hz, 1H, Hs of quinoxaline), 7.97 (bs, 1H, Hs of quinoxaline), 7.60 (d of d, J 8.4 Hz, J 1.8 Hz, 1H, Hs of quinoxal... Starting materials: BrC(C)C1(OCCO1)C1=CC=C(C=C1)CC(C)C (2-(1'-bromoethyl)-2-(4'-isobutylphenyl)-1,3-dioxolane), C(CO)O (ethylene glycol), Cl (hydrochloric acid), aqueous solution, [OH-].[Na+] (sodium hydroxide). Reagents/catalysts: [O-2].[Zn+2] (zinc oxide). Yields the product C(C(C)C)C1=CC=C(C=C1)C(C(=O)O)C (2-(4'-isobutylphenyl)-propionic acid). Isolated yield 83.0%. RXN SMILES: Br[CH:2]([C:4]1([C:9]2[CH:14]=[CH:13][C:12]([CH2:15][CH:16]([CH3:18])[CH3:17])=[CH:11][CH:10]=2)OCCO1)C.[OH-:19].[Na+].Cl.[CH2:22]([OH:25])CO>[O-2].[Zn+2]>[CH2:15]([C:12]1[CH:11]=[CH:10][C:9]([CH:4]([CH3:2])[C:22]([OH:25])=[O:19])=[CH:14][CH:13]=1)[CH:16]([CH3:17])[CH3:18] |f:1.2,5.6|. Reported procedure: In a reactor, 3.2 g (0.01 mol) of 2-(1'-bromoethyl)-2-(4'-isobutylphenyl)-1,3-dioxolane, 0.081 g (0.001 mol) of zinc oxide, and 15 ml of ethylene glycol were refluxed under application of heat for four hours. The resultant reaction mixture and 30 ml of an aqueous solution containing sodium hydroxide in a concentration of 50% by weight added thereto were refluxed under application of heat for four hours. The resultant aqueous solution was acidified with concentrated hydrochloric acid and then ext... Reactants: [N+](=O)([O-])C=1C=C(C(=O)NS(=O)(=O)C2=CC=C(C=C2)OC)C=CC1 (N-(m-Nitrobenzoyl)-4-methoxybenzenesulfonamide). The reagents and catalysts are [Pd] (Pd/C). Run in C(C)O (ethanol). Run at time 2 day. Product: NC=1C=C(C(=O)NS(=O)(=O)C2=CC=C(C=C2)OC)C=CC1 (N-(3-Aminobenzoyl)-4-methoxybenzenesulfonamide). The yield is 48.9%. Reaction SMILES: [N+:1]([C:4]1[CH:5]=[C:6]([CH:21]=[CH:22][CH:23]=1)[C:7]([NH:9][S:10]([C:13]1[CH:18]=[CH:17][C:16]([O:19][CH3:20])=[CH:15][CH:14]=1)(=[O:12])=[O:11])=[O:8])([O-])=O>C(O)C.[Pd]>[NH2:1][C:4]1[CH:5]=[C:6]([CH:21]=[CH:22][CH:23]=1)[C:7]([NH:9][S:10]([C:13]1[CH:18]=[CH:17][C:16]([O:19][CH3:20])=[CH:15][CH:14]=1)(=[O:12])=[O:11])=[O:8]. Reported procedure: A mixture of N-(m-Nitrobenzoyl)-4-methoxybenzenesulfonamide (920 mg, 2.87 mmol) and 100 mg of 10% Pd/C in ethanol (20 mL) was shaken under H2 (60 Psi) for 2 days at room temperature. After removing the catalyst by filtration, the filtrate was concentrated to afford 430 mg of the title compound which was used in the next reaction without further purification. The reactants are CN(Cc1cc(Br)n(S(=O)(=O)c2cccnc2)c1)C(=O)OC(C)(C)C, COCCOC, [Na+], [Na+], O=C([O-])[O-], O, c1ccc(P(c2ccccc2)(c2ccccc2)[Pd](P(c2ccccc2)(c2ccccc2)c2ccccc2)(P(c2ccccc2)(c2ccccc2)c2ccccc2)P(c2ccccc2)(c2ccccc2)c2ccccc2)cc1, OB(O)c1ccsc1. The product is CN(Cc1cc(-c2ccsc2)n(S(=O)(=O)c2cccnc2)c1)C(=O)OC(C)(C)C. RXN SMILES: [Br:1][c:2]1[cH:3][c:4]([CH2:16][N:17]([C:18]([O:19][C:20]([CH3:21])([CH3:22])[CH3:23])=[O:24])[CH3:25])[cH:5][n:6]1[S:7](=[O:8])(=[O:9])[c:10]1[cH:11][n:12][cH:13][cH:14][cH:15]1.[CH3:40][O:41][CH2:42][CH2:43][O:44][CH3:45].[Na+:34].[Na+:35].[O-:36][C:37](=[O:38])[O-:39].[OH2:46].[cH:47]1[cH:48][cH:49][c:50]([P:51]([Pd:52]([P:53]([c:54]2[cH:55][cH:56][cH:57][cH:58][cH:59]2)([c:60]2[cH:61][cH:62][cH:63][cH:64][cH:65]2)[c:66]2[cH:67][cH:68][cH:69][cH:70][cH:71]2)([P:72]([c:73]2[cH:74][cH:75][cH:76][cH:77][cH:78]2)([c:79]2[cH:80][cH:81][cH:82][cH:83][cH:84]2)[c:85]2[cH:86][cH:87][cH:88][cH:89][cH:90]2)[P:91]([c:92]2[cH:93][cH:94][cH:95][cH:96][cH:97]2)([c:98]2[cH:99][cH:100][cH:101][cH:102][cH:103]2)[c:104]2[cH:105][cH:106][cH:107][cH:108][cH:109]2)([c:110]2[cH:111][cH:112][cH:113][cH:114][cH:115]2)[c:116]2[cH:117][cH:118][cH:119][cH:120][cH:121]2)[cH:122][cH:123]1.[s:26]1[cH:27][c:28]([B:31]([OH:32])[OH:33])[cH:29][cH:30]1>>[c:2]1(-[c:28]2[cH:27][s:26][cH:30][cH:29]2)[cH:3][c:4]([CH2:16][N:17]([C:18]([O:19][C:20]([CH3:21])([CH3:22])[CH3:23])=[O:24])[CH3:25])[cH:5][n:6]1[S:7](=[O:8])(=[O:9])[c:10]1[cH:11][n:12][cH:13][cH:14][cH:15]1. Reported procedure: To a solution of 5-bromo-2-iodopyridin-3-ol (0.700 g, 2.334 mmol, prepared according to Bioorg. Med. Chem. Lett. 2013, 2, 6784, which is incorporated herein by reference in its entirety) in dry THF (10 ml), previously cooled to 0° C., benzyl alcohol (0.728 ml, 7.00 mmol), triphenylphosphine (PPh3) (2.095 ml, 7.00 mmol) and diisopropyl azodicarboxylate (1.287 ml, 6.54 mmol) were added. The reaction was stirred for 4 h at room temperature. Solvent was removed and the product was purified by Biotag... Reactants: C(C1=CC=CC=C1)O (benzyl alcohol), C1(=CC=CC=C1)P(C1=CC=CC=C1)C1=CC=CC=C1 (triphenylphosphine), N(=NC(=O)OC(C)C)C(=O)OC(C)C (diisopropyl azodicarboxylate), BrC=1C=C(C(=NC1)I)O (5-bromo-2-iodopyridin-3-ol), Si. Run in CCCCCCC (heptane), C1CCOC1 (THF). Reaction SMILES: [Br:1][C:2]1[CH:3]=[C:4]([OH:9])[C:5]([I:8])=[N:6][CH:7]=1.[CH2:10]([OH:17])[C:11]1[CH:16]=[CH:15][CH:14]=[CH:13][CH:12]=1.C1(P(C2C=CC=CC=2)C2C=CC=CC=2)C=CC=CC=1.N(C(OC(C)C)=O)=NC(OC(C)C)=O>C1COCC1.CCCCCCC>[CH3:11][CH2:10][O:17][C:4]([CH3:5])=[O:9].[CH2:10]([O:9][C:4]1[C:5]([I:8])=[N:6][CH:7]=[C:2]([Br:1])[CH:3]=1)[C:11]1[CH:16]=[CH:15][CH:14]=[CH:13][CH:12]=1 |f:6.7|. Product: CCOC(=O)C.C(C1=CC=CC=C1)OC=1C(=NC=C(C1)Br)I (EtOAc 3-(benzyloxy)-5-bromo-2-iodopyridine). Yield: 92.0%. Conditions: temperature 0 celsius, time 4 hour.